The task is: describe an organic reaction: reactants, conditions, products, and yield. This data is from the Open Reaction Database (ORD), a public repository of structured organic reaction records. Yields the product C(C)OC=1C=C(C=C(C1O)[N+](=O)[O-])C1NC(NC(=C1C1=CC(=CC=C1)CC)C1=CC=CC=C1)=O (4-(3-ethoxy-4-hydroxy-5-nitrophenyl)-5-(3-ethylphenyl)-6-phenyl-3,4-dihydropyrimidin-2(1H)-one). Reactants: C(C)C=1C=C(C=CC1)CC(=O)C1=CC=CC=C1 (2-(3-ethylphenyl)-1-phenylethanone), C(C)C=1C=C(C=CC1)CC(=O)C1=CC=CC=C1 (2-(3-ethylphenyl)-1-phenylethanone), C(C)OC=1C=C(C=O)C=C(C1O)[N+](=O)[O-] (3-ethoxy-4-hydroxy-5-nitrobenzaldehyde), NC(=O)N (urea), Cl (HCl). Conditions: temperature 115 celsius, time 6 hour. Solvent: C(C)O (ethanol). As a reaction SMILES: [CH2:1]([C:3]1[CH:4]=[C:5]([CH2:9][C:10]([C:12]2[CH:17]=[CH:16][CH:15]=[CH:14][CH:13]=2)=O)[CH:6]=[CH:7][CH:8]=1)[CH3:2].[CH2:18]([O:20][C:21]1[CH:22]=[C:23]([CH:26]=[C:27]([N+:30]([O-:32])=[O:31])[C:28]=1[OH:29])[CH:24]=O)[CH3:19].[NH2:33][C:34]([NH2:36])=[O:35].Cl>C(O)C>[CH2:18]([O:20][C:21]1[CH:22]=[C:23]([CH:24]2[C:9]([C:5]3[CH:6]=[CH:7][CH:8]=[C:3]([CH2:1][CH3:2])[CH:4]=3)=[C:10]([C:12]3[CH:17]=[CH:16][CH:15]=[CH:14][CH:13]=3)[NH:36][C:34](=[O:35])[NH:33]2)[CH:26]=[C:27]([N+:30]([O-:32])=[O:31])[C:28]=1[OH:29])[CH3:19]. The yield is 25.2%. Procedure: A mixture of 2-(3-ethylphenyl)-1-phenylethanone (Intermediate 74) (90 mg, 0.40 mmol), 3-ethoxy-4-hydroxy-5-nitrobenzaldehyde (84.5 mg, 0.40 mmol), urea (72 mg, 1.2 mmol), conc. HCl (0.2 mL) in ethanol (1 mL) was stirred at 115° C. for 6 h. Solvent was removed in vacuo and purification by prep-HPLC (0.1% TFA as additive) gave Compound 141 (46.3 mg, yield 25%). 1H NMR (DMSO 400 MHz): δ 10.29 (brs, 1H), 8.71 (s, 1H), 7.54 (s, 1H), 7.46 (s, 1H), 7.28-7.20 (m, 5H), 6.97-6.91 (m, 1H), 7.43 (d, J=7.6 H... Reactants: O=C(n1ccnc1)n1ccnc1, C1CCOC1, ClCCl, CC(=O)c1ccc(-c2sc(N)nc2C)cc1. Yields the product CC(=O)c1ccc(-c2sc(NC(=O)n3ccnc3)nc2C)cc1. As a reaction SMILES: [C:17](=[O:18])([n:19]1[cH:20][n:21][cH:22][cH:23]1)[n:24]1[cH:25][cH:26][n:27][cH:28]1.[CH2:29]1[O:30][CH2:31][CH2:32][CH2:33]1.[Cl:34][CH2:35][Cl:36].[NH2:1][c:2]1[s:3][c:4](-[c:8]2[cH:9][cH:10][c:11]([C:14]([CH3:15])=[O:16])[cH:12][cH:13]2)[c:5]([CH3:7])[n:6]1>>[NH:1]([c:2]1[s:3][c:4](-[c:8]2[cH:9][cH:10][c:11]([C:14]([CH3:15])=[O:16])[cH:12][cH:13]2)[c:5]([CH3:7])[n:6]1)[C:17](=[O:18])[n:19]1[cH:20][n:21][cH:22][cH:23]1.